Task: describe an organic reaction: reactants, conditions, products, and yield. Dataset: the Open Reaction Database (ORD), a public repository of structured organic reaction records The reactants are OCc1cncc(Br)c1, O=C([O-])[O-], CC(=O)[O-], CC(=O)[O-], COc1cccc(OC)c1-c1ccccc1P(C1CCCCC1)C1CCCCC1, [Cl-], [Cs+], [Cs+], [Li+], C1COCCO1, [Pd+2], OB(O)c1ccco1. Product: OCc1cncc(-c2ccco2)c1. As a reaction SMILES: [Br:1][c:2]1[cH:3][c:4]([CH2:8][OH:9])[cH:5][n:6][cH:7]1.[C:20](=[O:21])([O-:22])[O-:23].[C:61]([O-:62])(=[O:63])[CH3:64].[C:66]([O-:67])(=[O:68])[CH3:69].[CH:26]1([P:27]([CH:28]2[CH2:29][CH2:30][CH2:31][CH2:32][CH2:33]2)[c:34]2[cH:35][cH:36][cH:37][cH:38][c:39]2-[c:40]2[c:41]([O:42][CH3:43])[cH:44][cH:45][cH:46][c:47]2[O:48][CH3:49])[CH2:50][CH2:51][CH2:52][CH2:53][CH2:54]1.[Cl-:19].[Cs+:24].[Cs+:25].[Li+:18].[O:55]1[CH2:56][CH2:57][O:58][CH2:59][CH2:60]1.[Pd+2:65].[o:10]1[c:11]([B:15]([OH:16])[OH:17])[cH:12][cH:13][cH:14]1>>[c:2]1(-[c:11]2[o:10][cH:14][cH:13][cH:12]2)[cH:3][c:4]([CH2:8][OH:9])[cH:5][n:6][cH:7]1.